From a dataset of the Open Reaction Database (ORD), a public repository of structured organic reaction records. describe an organic reaction: reactants, conditions, products, and yield Reactants: [Br-], O=C(O)CCCC[P+](c1ccccc1)(c1ccccc1)c1ccccc1, CS(C)=O, Cl, O=Cc1ccccc1[N+](=O)[O-], [Na+], [OH-]. Yields the product O=C(O)CCCC=Cc1ccccc1[N+](=O)[O-]. Reaction SMILES: [Br-:3].[C:4](=[O:5])([OH:6])[CH2:7][CH2:8][CH2:9][CH2:10][P+:11]([c:12]1[cH:13][cH:14][cH:15][cH:16][cH:17]1)([c:18]1[cH:19][cH:20][cH:21][cH:22][cH:23]1)[c:24]1[cH:25][cH:26][cH:27][cH:28][cH:29]1.[CH3:42][S:43]([CH3:44])=[O:45].[ClH:41].[N+:30](=[O:31])([O-:32])[c:33]1[c:34]([CH:35]=[O:36])[cH:37][cH:38][cH:39][cH:40]1.[Na+:2].[OH-:1]>>[C:4](=[O:5])([OH:6])[CH2:7][CH2:8][CH2:9][CH:10]=[CH:35][c:34]1[c:33]([N+:30](=[O:31])[O-:32])[cH:40][cH:39][cH:38][cH:37]1. The reactants are C(C)(=O)[O-].[K+] (Potassium acetate), C(C)N1N=C(C=C1CCN1C(C=2C(C1=O)=CC=CC2)=O)C#N (1-ethyl-5-(2-phthalimidoethyl)-1H-pyrazole-3-carbonitrile), S(=O)(O)[O-].[Na+] (sodium hydrogensulfite), BrBr (Bromine). Run in C(C)(=O)O (acetic acid), ClCCl (dichloromethane). Conditions: time 14 hour. Product: BrC=1C(=NN(C1CCN1C(C=2C(C1=O)=CC=CC2)=O)CC)C#N (4-bromo-1-ethyl-5-(2-phthalimidoethyl)-1H-pyrazole-3-carbonitrile). As a reaction SMILES: C([O-])(=O)C.[K+].[CH2:6]([N:8]1[C:12]([CH2:13][CH2:14][N:15]2[C:19](=[O:20])[C:18]3=[CH:21][CH:22]=[CH:23][CH:24]=[C:17]3[C:16]2=[O:25])=[CH:11][C:10]([C:26]#[N:27])=[N:9]1)[CH3:7].[Br:28]Br.S([O-])(O)=O.[Na+]>C(O)(=O)C.ClCCl>[Br:28][C:11]1[C:10]([C:26]#[N:27])=[N:9][N:8]([CH2:6][CH3:7])[C:12]=1[CH2:13][CH2:14][N:15]1[C:16](=[O:25])[C:17]2=[CH:24][CH:23]=[CH:22][CH:21]=[C:18]2[C:19]1=[O:20] |f:0.1,4.5|. Reported procedure: Potassium acetate (3.9 g, 39.5 mmol) was added to a solution of 1-ethyl-5-(2-phthalimidoethyl)-1H-pyrazole-3-carbonitrile (7.73 g, 26.3 mmol) in acetic acid (37.5 mL) and dichloromethane (75 mL). Bromine (5.88 g, 36.8 mmol) was added, and the reaction was stirred for 14 hours. A precipitate was present. Saturated aqueous sodium hydrogensulfite was added, and the dichloromethane was removed under reduced pressure. Water (500 mL) was added with stirring, and the resulting solid was isolated by fil... Starting materials: CCCc1nn(C)c2c(=O)[nH]c(Cc3ccc(S(=O)(=O)Cl)cc3)nc12, Cl, [Na+], [OH-]. Product: CCCc1nn(C)c2c(=O)[nH]c(Cc3ccc(S(=O)(=O)O)cc3)nc12. RXN SMILES: [CH3:1][n:2]1[n:3][c:4]([CH2:23][CH2:24][CH3:25])[c:5]2[n:6][c:7]([CH2:12][c:13]3[cH:14][cH:15][c:16]([S:19](=[O:20])(=[O:21])[Cl:22])[cH:17][cH:18]3)[nH:8][c:9](=[O:11])[c:10]12.[ClH:26].[Na+:28].[OH-:27]>>[CH3:1][n:2]1[n:3][c:4]([CH2:23][CH2:24][CH3:25])[c:5]2[n:6][c:7]([CH2:12][c:13]3[cH:14][cH:15][c:16]([S:19](=[O:20])(=[O:21])[OH:27])[cH:17][cH:18]3)[nH:8][c:9](=[O:11])[c:10]12.